Task: describe an organic reaction: reactants, conditions, products, and yield. Dataset: the Open Reaction Database (ORD), a public repository of structured organic reaction records The reactants are CCOC(=O)c1ccc(N)nc1, CC#N, O=C1CCC(=O)N1Cl. The product is CCOC(=O)c1cnc(N)c(Cl)c1. Reaction SMILES: [CH2:9]([CH3:10])[O:11][C:12]([c:13]1[cH:14][n:15][c:16]([NH2:19])[cH:17][cH:18]1)=[O:20].[CH3:21][C:22]#[N:23].[Cl:1][N:2]1[C:3](=[O:4])[CH2:5][CH2:6][C:7]1=[O:8]>>[Cl:1][c:17]1[c:16]([NH2:19])[n:15][cH:14][c:13]([C:12]([O:11][CH2:9][CH3:10])=[O:20])[cH:18]1. Starting materials: ClC=1C(=[N+](C=C(C1OC)C)[O-])C (3-chloro-4-methoxy-2,5-dimethylpyridine 1-oxide), FC(C(=O)OC(C(F)(F)F)=O)(F)F (trifluoroacetic anhydride). Solvent: C(Cl)(Cl)Cl (chloroform), ClCCl (dichloromethane). Conditions: time 3 hour. The product is ClC=1C(=NC=C(C1OC)C)CO ((3-Chloro-4-methoxy-5-methylpyridin-2-yl)methanol). Reaction SMILES: [Cl:1][C:2]1[C:3]([CH3:12])=[N+:4]([O-])[CH:5]=[C:6]([CH3:10])[C:7]=1[O:8][CH3:9].FC(F)(F)C(OC(=O)C(F)(F)F)=[O:16]>ClCCl.C(Cl)(Cl)Cl>[Cl:1][C:2]1[C:3]([CH2:12][OH:16])=[N:4][CH:5]=[C:6]([CH3:10])[C:7]=1[O:8][CH3:9]. Procedure: The above 3-chloro-4-methoxy-2,5-dimethylpyridine 1-oxide (530 mg) was suspended in 15 ml of dichloromethane, and trifluoroacetic anhydride (0.39 ml) was then added to the suspension under cooling on ice. The resulting mixture was stirred at room temperature for 3 hours. The reaction solution was diluted with chloroform, and was then washed with a saturated sodium bicarbonate solution. The water layer was extracted with chloroform. The organic layer was dried over anhydrous sodium sulfate, and t... Starting materials: [BH4-], C1CCOC1, CO, CCC(=O)C(CC1CCCCC1)NC(=O)OC(C)(C)C, [Cl-], [NH4+], [Na+]. The product is CCC(O)C(CC1CCCCC1)NC(=O)OC(C)(C)C. As a reaction SMILES: [BH4-:21].[CH2:25]1[O:26][CH2:27][CH2:28][CH2:29]1.[CH3:30][OH:31].[CH:1]1([CH2:7][CH:8]([C:9]([CH2:10][CH3:11])=[O:12])[NH:13][C:14]([O:15][C:16]([CH3:17])([CH3:18])[CH3:19])=[O:20])[CH2:2][CH2:3][CH2:4][CH2:5][CH2:6]1.[Cl-:23].[NH4+:24].[Na+:22]>>[CH:1]1([CH2:7][CH:8]([CH:9]([CH2:10][CH3:11])[OH:12])[NH:13][C:14]([O:15][C:16]([CH3:17])([CH3:18])[CH3:19])=[O:20])[CH2:2][CH2:3][CH2:4][CH2:5][CH2:6]1.